This data is from the Open Reaction Database (ORD), a public repository of structured organic reaction records. The task is: describe an organic reaction: reactants, conditions, products, and yield Reactants: CN1CCC(C2Oc3ccccc3Cn3cccc32)CC1, ClC(Cl)Cl, [K+], [K+], N#CBr, O=C([O-])[O-]. Yields the product N#CN1CCC(C2Oc3ccccc3Cn3cccc32)CC1. Reaction SMILES: [CH3:10][N:11]1[CH2:12][CH2:13][CH:14]([CH:17]2[O:18][c:19]3[c:20]([cH:27][cH:28][cH:29][cH:30]3)[CH2:21][n:22]3[c:23]2[cH:24][cH:25][cH:26]3)[CH2:15][CH2:16]1.[CH:31]([Cl:32])([Cl:33])[Cl:34].[K+:1].[K+:2].[N:7]#[C:8][Br:9].[O-:3][C:4]([O-:5])=[O:6]>>[N:7]#[C:10][N:11]1[CH2:12][CH2:13][CH:14]([CH:17]2[O:18][c:19]3[c:20]([cH:27][cH:28][cH:29][cH:30]3)[CH2:21][n:22]3[c:23]2[cH:24][cH:25][cH:26]3)[CH2:15][CH2:16]1. The reactants are C#CCCC(=O)OC, [I-], FC(F)(F)Oc1ccc(I)cc1. Yields the product COC(=O)CCC#Cc1ccc(OC(F)(F)F)cc1. RXN SMILES: [CH3:1][O:2][C:3]([CH2:4][CH2:5][C:6]#[CH:7])=[O:8].[I-:21].[I:9][c:10]1[cH:11][cH:12][c:13]([O:16][C:17]([F:18])([F:19])[F:20])[cH:14][cH:15]1>>[CH3:1][O:2][C:3]([CH2:4][CH2:5][C:6]#[C:7][c:10]1[cH:11][cH:12][c:13]([O:16][C:17]([F:18])([F:19])[F:20])[cH:14][cH:15]1)=[O:8].